The task is: describe an organic reaction: reactants, conditions, products, and yield. This data is from the Open Reaction Database (ORD), a public repository of structured organic reaction records. Reactants: solution, CNC (dimethylamine), FC(S(=O)(=O)OS(=O)(=O)C(F)(F)F)(F)F (trifluoromethanesulfonic anhydride), C(C)(=O)OCC1CC=2N(C3=CC=CC=C3C2C=2C(OC(C2C2=CN(C3=CC=CC=C23)C)=O)=O)CC1 (3-[8-(acetoxymethyl)-6,7,8,9-tetrahydropyrido[1,2-a]indol-10-yl]-4-(1-methyl-3-indolyl)furan-2,5-dione), N1=C(C=C(C=C1C)C)C (collidine), Cl (hydrogen chloride). Run in C(C)O (ethanol), ClCCl (dichloromethane), ClCCl (dichloromethane), C(C)(=O)OCC (ethyl acetate). Reaction conditions: time 1.5 hour. Yields the product Cl.CN(C)CC1CC=2N(C3=CC=CC=C3C2C=2C(NC(C2C2=CN(C3=CC=CC=C23)C)=O)=O)CC1 (3-[6,7,8,9-tetrahydro-8-[(dimethylamino)methyl]pyrido[1,2-a]indol-10-yl]-4-(1-methyl-3-indolyl)-1H-pyrrole-2,5-dione hydrochloride). Reaction SMILES: FC(F)(F)S(OS(C(F)(F)F)(=O)=O)(=O)=O.C(O[CH2:20][CH:21]1[CH2:50][CH2:49][N:24]2[C:25]3[C:30]([C:31]([C:32]4[C:33](=O)[O:34][C:35](=[O:47])[C:36]=4[C:37]4[C:45]5[C:40](=[CH:41][CH:42]=[CH:43][CH:44]=5)[N:39]([CH3:46])[CH:38]=4)=[C:23]2[CH2:22]1)=[CH:29][CH:28]=[CH:27][CH:26]=3)(=O)C.[N:51]1C(C)=CC(C)=CC=1C.[CH3:60][NH:61][CH3:62].[ClH:63]>ClCCl.C(O)C.C(OCC)(=O)C>[ClH:63].[CH3:60][N:61]([CH2:20][CH:21]1[CH2:50][CH2:49][N:24]2[C:25]3[C:30]([C:31]([C:32]4[C:33](=[O:34])[NH:51][C:35](=[O:47])[C:36]=4[C:37]4[C:45]5[C:40](=[CH:41][CH:42]=[CH:43][CH:44]=5)[N:39]([CH3:46])[CH:38]=4)=[C:23]2[CH2:22]1)=[CH:29][CH:28]=[CH:27][CH:26]=3)[CH3:62] |f:8.9|. Procedure details: 185 mg of trifluoromethanesulfonic anhydride in 30 ml of dichloromethane were treated at 0° C. under a nitrogen atmosphere with a suspension of 140 mg of the pyrroledione product of Example 1 and 70 mg of collidine in 25 ml of dichloromethane. After 1.5 hour, 0.8 ml of a 33% solution of dimethylamine in ethanol was added and the mixture was stirred for 2.5 hours. The solvent was removed under reduced pressure and the residue was triturated with methanol to give a solid which was stirred with eth... The reactants are C(C1=CC=CC=C1)(C1=CC=CC=C1)(C1=CC=CC=C1)NC=1SC=C(N1)C(C(=O)NC1[C@@H]2N(C(=C(CS2)COC(C)=O)C(=O)OC(C)(C)C)C1=O)=NOC(C)(OC)C (tert.-butyl 7-[2-(2-tritylamino-4-thiazolyl)-2-(1-methyl-1-methoxyethoxyimino)-acetamido]-3-acetoxymethyl-ceph-3-eme-4-carboxylate), CC(=O)C (acetone), Cl (hydrochloric acid), aqueous solution, C([O-])(O)=O.[Na+] (sodium bicarbonate). Run in C(C)(=O)OCC (ethyl acetate), O (water). Yields the product C(C1=CC=CC=C1)(C1=CC=CC=C1)(C1=CC=CC=C1)NC=1SC=C(N1)C(C(=O)NC1[C@@H]2N(C(=C(CS2)COC(C)=O)C(=O)OC(C)(C)C)C1=O)=NO (tert.-butyl 7-[2-(2-tritylamino-4-thiazolyl)-2-hydroxyimino-acetamido]-3-acetoxymethyl-ceph-3-eme-4-carboxylate). As a reaction SMILES: [C:1]([NH:20][C:21]1[S:22][CH:23]=[C:24]([C:26](=[N:51][O:52]C(C)(OC)C)[C:27]([NH:29][CH:30]2[C:49](=[O:50])[N:32]3[C:33]([C:42]([O:44][C:45]([CH3:48])([CH3:47])[CH3:46])=[O:43])=[C:34]([CH2:37][O:38][C:39](=[O:41])[CH3:40])[CH2:35][S:36][C@H:31]23)=[O:28])[N:25]=1)([C:14]1[CH:19]=[CH:18][CH:17]=[CH:16][CH:15]=1)([C:8]1[CH:13]=[CH:12][CH:11]=[CH:10][CH:9]=1)[C:2]1[CH:7]=[CH:6][CH:5]=[CH:4][CH:3]=1.CC(C)=O.Cl.C(=O)(O)[O-].[Na+]>C(OCC)(=O)C.O>[C:1]([NH:20][C:21]1[S:22][CH:23]=[C:24]([C:26](=[N:51][OH:52])[C:27]([NH:29][CH:30]2[C:49](=[O:50])[N:32]3[C:33]([C:42]([O:44][C:45]([CH3:46])([CH3:48])[CH3:47])=[O:43])=[C:34]([CH2:37][O:38][C:39](=[O:41])[CH3:40])[CH2:35][S:36][C@H:31]23)=[O:28])[N:25]=1)([C:8]1[CH:13]=[CH:12][CH:11]=[CH:10][CH:9]=1)([C:2]1[CH:3]=[CH:4][CH:5]=[CH:6][CH:7]=1)[C:14]1[CH:19]=[CH:18][CH:17]=[CH:16][CH:15]=1 |f:3.4|. Procedure details: A solution of 0.812 g of the product of Step A, 4 ml of acetone and 1 ml of N hydrochloric acid was stirred at room temperature for 3 hours and 1 ml of an aqueous solution of 1M sodium bicarbonate, 10 ml of water and 5 ml of ethyl acetate were added thereto to obtain 0.551 g of the syn isomer of tert.-butyl 7-[2-(2-tritylamino-4-thiazolyl)-2-hydroxyimino-acetamido]-3-acetoxymethyl-ceph-3-eme-4-carboxylate melting at ≃200° C.